From a dataset of the Open Reaction Database (ORD), a public repository of structured organic reaction records. describe an organic reaction: reactants, conditions, products, and yield Reactants: C(#CC)C1CN(CCN1)C(=O)OCC1=CC=CC=C1 (benzyl 3-(prop-1-yn-1-yl)piperazine-1-carboxylate), BrC1=CC=C(C=C1)C(C(F)(F)F)(C(F)(F)F)O (2-(4-bromophenyl)-1,1,1,3,3,3-hexafluoropropan-2-ol), C1(CCCCC1)P(C1=C(C=CC=C1)C1=C(C=CC=C1OC(C)C)OC(C)C)C1CCCCC1 (dicyclohexyl(2′,6′-diisopropoxy-[1,1′-biphenyl]-2-yl)phosphine), CC(C)OC1=C(C(=CC=C1)OC(C)C)C2=CC=CC=C2P(C3CCCCC3)C4CCCCC4 (RuPhos), CC(C)([O-])C.[Na+] (sodium tert-butoxide). Reagents/catalysts: CC(C)OC1=C(C(=CC=C1)OC(C)C)C2=CC=CC=C2P(C3CCCCC3)C4CCCCC4.CC(C)(C)OC.C1=CC=C([C-]=C1)CCN.Cl[Pd+] (RuPhos Palladacycle). The solvent is C1(=CC=CC=C1)C (toluene). Run at temperature 100 celsius. Product: C(#CC)C1CN(CCN1C1=CC=C(C=C1)C(C(F)(F)F)(C(F)(F)F)O)C(=O)OCC1=CC=CC=C1 (benzyl 3-(1-propyn-1-yl)-4-(4-(2,2,2-trifluoro-1-hydroxy-1-(trifluoromethyl)ethyl)phenyl)-1-piperazinecarboxylate). RXN SMILES: [C:1]([CH:4]1[NH:9][CH2:8][CH2:7][N:6]([C:10]([O:12][CH2:13][C:14]2[CH:19]=[CH:18][CH:17]=[CH:16][CH:15]=2)=[O:11])[CH2:5]1)#[C:2][CH3:3].Br[C:21]1[CH:26]=[CH:25][C:24]([C:27]([OH:36])([C:32]([F:35])([F:34])[F:33])[C:28]([F:31])([F:30])[F:29])=[CH:23][CH:22]=1.C1(P(C2CCCCC2)C2C=CC=CC=2C2C(OC(C)C)=CC=CC=2OC(C)C)CCCCC1.CC(C)([O-])C.[Na+]>CC(OC1C=CC=C(OC(C)C)C=1C1C(P(C2CCCCC2)C2CCCCC2)=CC=CC=1)C.CC(OC)(C)C.C1C=[C-]C(CCN)=CC=1.Cl[Pd+].C1(C)C=CC=CC=1>[C:1]([CH:4]1[N:9]([C:21]2[CH:26]=[CH:25][C:24]([C:27]([OH:36])([C:32]([F:33])([F:35])[F:34])[C:28]([F:31])([F:29])[F:30])=[CH:23][CH:22]=2)[CH2:8][CH2:7][N:6]([C:10]([O:12][CH2:13][C:14]2[CH:15]=[CH:16][CH:17]=[CH:18][CH:19]=2)=[O:11])[CH2:5]1)#[C:2][CH3:3] |f:3.4,5.6.7.8|. Procedure: A 150-mL reaction vessel was charged with benzyl 3-(prop-1-yn-1-yl)piperazine-1-carboxylate (2.88 g, 11.2 mmol), 2-(4-bromophenyl)-1,1,1,3,3,3-hexafluoropropan-2-ol (4.36 g, 13.5 mmol, Bioorg. Med. Chem. Lett. 2002, 12, 3009), dicyclohexyl(2′,6′-diisopropoxy-[1,1′-biphenyl]-2-yl)phosphine, RuPhos (0.530 g, 1.14 mmol, Sigma-Aldrich, St. Louis, Mo.), RuPhos Palladacycle (0.417 g, 0.572 mmol, Strem Chemical Inc, Newburyport, Mass.), sodium tert-butoxide (2.73 g, 28.4 mmol, Strem Chemical Inc, Newbu... Starting materials: O=[Ag], CC(C)O, Cc1c(Cl)c(NN)nc(=O)n1Cc1cccs1. The product is Cc1c(Cl)cnc(=O)n1Cc1cccs1. RXN SMILES: [Ag:22]=[O:23].[CH3:18][CH:19]([OH:20])[CH3:21].[Cl:1][c:2]1[c:3]([NH:16][NH2:17])[n:4][c:5](=[O:15])[n:6]([CH2:9][c:10]2[s:11][cH:12][cH:13][cH:14]2)[c:7]1[CH3:8]>>[Cl:1][c:2]1[cH:3][n:4][c:5](=[O:15])[n:6]([CH2:9][c:10]2[s:11][cH:12][cH:13][cH:14]2)[c:7]1[CH3:8]. Starting materials: C([O-])(O)=O (bicarbonate), C(C)(C)(C)OC(NC1=NC(=C(C(=C1)C)CNC(=O)C=1N=NN(C1)CC1=CC=C(C=C1)CO)C)=O ([5-({[1-(4-Hydroxymethyl-benzyl)-1H-[1,2,3]triazole-4-carbonyl]-amino}-methyl)-4,6-dimethyl-pyridin-2-yl]-carbamic acid tert-butyl ester), S(=O)(Cl)Cl (thionyl chloride), N1=CC=CC=C1 (pyridine). The solvent is C(Cl)Cl (DCM), C(Cl)Cl (DCM). Reaction conditions: temperature 40 celsius, time 3 hour. Yields the product C(C)(C)(C)OC(NC1=NC(=C(C(=C1)C)CNC(=O)C=1N=NN(C1)CC1=CC=C(C=C1)CCl)C)=O ([5-({[1-(4-Chloromethyl-benzyl)-1H-[1,2,3]triazole-4-carbonyl]-amino}-methyl)-4,6-dimethyl-pyridin-2-yl]carbamic acid tert-butyl ester). As a reaction SMILES: [C:1]([O:5][C:6](=[O:34])[NH:7][C:8]1[CH:13]=[C:12]([CH3:14])[C:11]([CH2:15][NH:16][C:17]([C:19]2[N:20]=[N:21][N:22]([CH2:24][C:25]3[CH:30]=[CH:29][C:28]([CH2:31]O)=[CH:27][CH:26]=3)[CH:23]=2)=[O:18])=[C:10]([CH3:33])[N:9]=1)([CH3:4])([CH3:3])[CH3:2].S(Cl)([Cl:37])=O.N1C=CC=CC=1.C(=O)(O)[O-]>C(Cl)Cl>[C:1]([O:5][C:6](=[O:34])[NH:7][C:8]1[CH:13]=[C:12]([CH3:14])[C:11]([CH2:15][NH:16][C:17]([C:19]2[N:20]=[N:21][N:22]([CH2:24][C:25]3[CH:30]=[CH:29][C:28]([CH2:31][Cl:37])=[CH:27][CH:26]=3)[CH:23]=2)=[O:18])=[C:10]([CH3:33])[N:9]=1)([CH3:4])([CH3:3])[CH3:2]. Procedure: To a solution of [5-({[1-(4-Hydroxymethyl-benzyl)-1H-[1,2,3]triazole-4-carbonyl]-amino}-methyl)-4,6-dimethyl-pyridin-2-yl]-carbamic acid tert-butyl ester (690 mg, 1.331 mmol) in 10 mL of DCM was added dropwise a solution of thionyl chloride (0.107 mL, 1.464 mmol) and pyridine (1.615 μL, 0.02 mmol) in 10 mL of DCM. The reaction mixture was stirred for 3 h at 40° C. and saturated aqueous bicarbonate solution was added. The layers were separated and the aqueous layer was extracted with DCM. The com... Starting materials: C(N)(=O)OCC(COC1=NOC2=C1C=C(C=C2)N(C)C)NC(=O)OC(C)(C)C (3-(3-carbamoyloxy-2-tert-butoxycarbonylaminopropoxy)-5-dimethylamino-1,2-benzoisoxazole), O1CCOCC1 (dioxane), Cl (hydrogen chloride). The solvent is CO (methanol). The product is Cl.NC(COC1=NOC2=C1C=C(C=C2)N(C)C)COC(N)=O (3-(2-amino-3-carbamoyloxypropoxy)-5-dimethylamino-1,2-benzoisoxazole hydrochloride). As a reaction SMILES: [C:1]([O:4][CH2:5][CH:6]([NH:21]C(OC(C)(C)C)=O)[CH2:7][O:8][C:9]1[C:13]2[CH:14]=[C:15]([N:18]([CH3:20])[CH3:19])[CH:16]=[CH:17][C:12]=2[O:11][N:10]=1)(=[O:3])[NH2:2].O1CCOCC1.[ClH:35]>CO>[ClH:35].[NH2:21][CH:6]([CH2:5][O:4][C:1](=[O:3])[NH2:2])[CH2:7][O:8][C:9]1[C:13]2[CH:14]=[C:15]([N:18]([CH3:19])[CH3:20])[CH:16]=[CH:17][C:12]=2[O:11][N:10]=1 |f:4.5|. Procedure details: To a solution of 0.94 g of 3-(3-carbamoyloxy-2-tert-butoxycarbonylaminopropoxy)-5-dimethylamino-1,2-benzoisoxazole in 19 ml of methanol is added 7.5 ml of a dioxane solution (2.2N) of hydrogen chloride at 5°-10° C., and they are subjected to reaction at 20°-25° C. overnight. The solvent is removed from the reaction mixture by distillation under reduced pressure, and the residue obtained is crystallized from 2-propanol, after which the crystals are collected by filtration, to obtain 0.34 g of col... Starting materials: S1C(=NC=C1)CNCCN (N-(2-Thiazolylmethyl)ethylenediamine), CN=C=O (methyl isocyanate), C(CN)N (ethylenediamine), ClCC=1SC=CN1 (2-chloromethylthiazole). Product: CNC(=O)NCCNCC=1SC=CN1 (N-Methyl-N'-[2-(2-thiazolylmethylamino)ethyl]urea). Reaction SMILES: [S:1]1[CH:5]=[CH:4][N:3]=[C:2]1[CH2:6][NH:7][CH2:8][CH2:9][NH2:10].C(N)CN.ClCC1SC=CN=1.[CH3:22][N:23]=[C:24]=[O:25]>>[CH3:22][NH:23][C:24]([NH:10][CH2:9][CH2:8][NH:7][CH2:6][C:2]1[S:1][CH:5]=[CH:4][N:3]=1)=[O:25]. Reported procedure: N-(2-Thiazolylmethyl)ethylenediamine, prepared by reacting ethylenediamine with 2-chloromethylthiazole by the procedure of Example 40, is reacted with methyl isocyanate by the procedure of Example 24 to give, after concentrating and separating by column chromatography, the title compound. The reactants are C(C(C)C)C=1C=C(C(O)=CC1)O (4-isobutylcatechol), CC(=O)C (acetone), O.C1(=CC=C(C=C1)S(=O)(=O)O)C (p-toluenesulfonic acid monohydrate). The solvent is C1(=CC=CC=C1)C (toluene). Product: C(C(C)C)C1=CC2=C(OC(O2)(C)C)C=C1 (5-Isobutyl-2,2-dimethyl-1,3-benzodioxol). RXN SMILES: [CH2:1]([C:5]1[CH:6]=[C:7]([OH:12])[C:8](=[CH:10][CH:11]=1)[OH:9])[CH:2]([CH3:4])[CH3:3].[CH3:13][C:14]([CH3:16])=O.O.C1(C)C=CC(S(O)(=O)=O)=CC=1>C1(C)C=CC=CC=1>[CH2:1]([C:5]1[CH:11]=[CH:10][C:8]2[O:9][C:14]([CH3:16])([CH3:13])[O:12][C:7]=2[CH:6]=1)[CH:2]([CH3:4])[CH3:3] |f:2.3|. Procedure: The same procedures as described in Example 10 were carried out by using 4.16 g (25 mM) of 4-isobutylcatechol, 15 ml of acetone, 30 mg of p-toluenesulfonic acid monohydrate and 15 ml of toluene. 5-Isobutyl-2,2-dimethyl-1,3-benzodioxol was obtained in the yield of 4.69 g (23 mM) as colorless transparent liquid having a boiling point of 79°-83° C./2 mmHg.